Dataset: the Open Reaction Database (ORD), a public repository of structured organic reaction records. Task: describe an organic reaction: reactants, conditions, products, and yield The reactants are Cc1cccc([N+](=O)[O-])c1S, Clc1nccnc1Cl, [H-], [Na+], [Na+], C1CCOC1, O=P([O-])(O)O. The product is Cc1cccc([N+](=O)[O-])c1Sc1nccnc1Cl. Reaction SMILES: [CH3:1][c:2]1[cH:3][cH:4][cH:5][c:6]([N+:9](=[O:10])[O-:11])[c:7]1[SH:8].[Cl:14][c:15]1[c:16]([Cl:21])[n:17][cH:18][cH:19][n:20]1.[H-:12].[Na+:13].[Na+:22].[O:28]1[CH2:29][CH2:30][CH2:31][CH2:32]1.[OH:23][P:24](=[O:25])([O-:26])[OH:27]>>[CH3:1][c:2]1[cH:3][cH:4][cH:5][c:6]([N+:9](=[O:10])[O-:11])[c:7]1[S:8][c:15]1[c:16]([Cl:21])[n:17][cH:18][cH:19][n:20]1. Starting materials: CC(C)(C)OC(=O)OC(=O)OC(C)(C)C, [K+], [K+], O=C([O-])[O-], C1COCCOCCOCCOCCOCCO1, CC1=CC(=O)CC(C)(C)C1=O, C1CCOC1. Product: CC1=CC(OC(=O)OC(C)(C)C)=CC(C)(C)C1=O. Reaction SMILES: [C:1]([O:2][C:3]([CH3:4])([CH3:5])[CH3:6])(=[O:7])[O:8][C:9](=[O:10])[O:11][C:12]([CH3:13])([CH3:14])[CH3:15].[K+:16].[K+:17].[O-:18][C:19]([O-:20])=[O:21].[O:22]1[CH2:23][CH2:24][O:25][CH2:26][CH2:27][O:28][CH2:29][CH2:30][O:31][CH2:32][CH2:33][O:34][CH2:35][CH2:36][O:37][CH2:38][CH2:39]1.[O:40]=[C:41]1[C:42]([CH3:50])=[CH:43][C:44](=[O:45])[CH2:46][C:47]1([CH3:48])[CH3:49].[O:51]1[CH2:52][CH2:53][CH2:54][CH2:55]1>>[C:1]1([O:8][C:9](=[O:10])[O:11][C:12]([CH3:13])([CH3:14])[CH3:15])=[CH:46][C:47]([CH3:48])([CH3:49])[C:41](=[O:40])[C:42]([CH3:50])=[CH:43]1. Reactants: CCO, CCNC(=O)c1ccc(-n2nnc(C(=O)NC3CC3)c2CN2C(=O)c3ccccc3C2=O)cc1, NN, O. The product is CCNC(=O)c1ccc(-n2nnc(C(=O)NC3CC3)c2CN)cc1. As a reaction SMILES: [CH3:38][CH2:39][OH:40].[CH:1]1([NH:4][C:5](=[O:6])[c:7]2[n:8][n:9][n:10](-[c:24]3[cH:25][cH:26][c:27]([C:30](=[O:31])[NH:32][CH2:33][CH3:34])[cH:28][cH:29]3)[c:11]2[CH2:12][N:13]2[C:14](=[O:15])[c:16]3[c:17]([cH:18][cH:19][cH:20][cH:21]3)[C:22]2=[O:23])[CH2:2][CH2:3]1.[NH2:36][NH2:37].[OH2:35]>>[CH:1]1([NH:4][C:5](=[O:6])[c:7]2[n:8][n:9][n:10](-[c:24]3[cH:25][cH:26][c:27]([C:30](=[O:31])[NH:32][CH2:33][CH3:34])[cH:28][cH:29]3)[c:11]2[CH2:12][NH2:13])[CH2:2][CH2:3]1.